From a dataset of the Open Reaction Database (ORD), a public repository of structured organic reaction records. describe an organic reaction: reactants, conditions, products, and yield Starting materials: CC(=O)OC(C)=O, Oc1cc2c(c3ccccc13)Nc1ccccc1S2, c1ccncc1. Product: CC(=O)Oc1cc2c(c3ccccc13)Nc1ccccc1S2. As a reaction SMILES: [CH3:20][C:21](=[O:22])[O:23][C:24](=[O:25])[CH3:26].[OH:1][c:2]1[c:3]2[c:4]([c:5]3[c:14]([cH:15]1)[S:13][c:12]1[c:7]([cH:8][cH:9][cH:10][cH:11]1)[NH:6]3)[cH:16][cH:17][cH:18][cH:19]2.[cH:27]1[cH:28][cH:29][n:30][cH:31][cH:32]1>>[O:1]([c:2]1[c:3]2[c:4]([c:5]3[c:14]([cH:15]1)[S:13][c:12]1[c:7]([cH:8][cH:9][cH:10][cH:11]1)[NH:6]3)[cH:16][cH:17][cH:18][cH:19]2)[C:21]([CH3:20])=[O:22]. The reactants are N1=CC=C(C=C1)NC(CC1=CC=C(C=C1)C1=CC=CC=C1)=O (N-(4-pyridyl)-4-biphenyl-acetamide), [H-].[Al+3].[Li+].[H-].[H-].[H-] (lithium aluminum hydride). Solvent: C1CCOC1 (THF), C1CCOC1 (THF). The product is C1(=CC=C(C=C1)CCNC1=CC=NC=C1)C1=CC=CC=C1 (N-[2-(4-biphenylyl)ethyl]pyridin-4-amine). Isolated yield 117.8%. RXN SMILES: [N:1]1[CH:6]=[CH:5][C:4]([NH:7][C:8](=O)[CH2:9][C:10]2[CH:15]=[CH:14][C:13]([C:16]3[CH:21]=[CH:20][CH:19]=[CH:18][CH:17]=3)=[CH:12][CH:11]=2)=[CH:3][CH:2]=1.[H-].[Al+3].[Li+].[H-].[H-].[H-]>C1COCC1>[C:13]1([C:16]2[CH:17]=[CH:18][CH:19]=[CH:20][CH:21]=2)[CH:12]=[CH:11][C:10]([CH2:9][CH2:8][NH:7][C:4]2[CH:5]=[CH:6][N:1]=[CH:2][CH:3]=2)=[CH:15][CH:14]=1 |f:1.2.3.4.5.6|. Procedure details: A solution of 1.495 g (5.2 mmol) of N-(4-pyridyl)-4-biphenyl-acetamide in 30 mL of THF was added dropwise to a rapidly stirred suspension of 0.49 g of lithium aluminum hydride (13 mmol) in 30 mL of THF at room temperature. Once the addition was complete, the mixture was heated to reflux and was refluxed for approximately 17 hours. The mixture was then cooled in an ice bath and quenched by the dropwise addition of 30 mL of saturated ammonium chloride followed by 2 mL of 15% sodium hydroxide. The ...